From a dataset of the Open Reaction Database (ORD), a public repository of structured organic reaction records. describe an organic reaction: reactants, conditions, products, and yield The reactants are ClCCl, CC[O+](CC)CC, NC(=O)c1ccccc1OCC1CC1, F[B-](F)(F)F. Product: CCOC(=N)c1ccccc1OCC1CC1, F[B-](F)(F)F. As a reaction SMILES: [CH2:27]([Cl:28])[Cl:29].[CH2:6]([CH3:7])[O+:8]([CH2:9][CH3:10])[CH2:11][CH3:12].[CH:13]1([CH2:16][O:17][c:18]2[c:19]([C:20](=[O:21])[NH2:22])[cH:23][cH:24][cH:25][cH:26]2)[CH2:14][CH2:15]1.[F:1][B-:2]([F:3])([F:4])[F:5]>>[CH2:6]([CH3:7])[O:21][C:20]([c:19]1[c:18]([O:17][CH2:16][CH:13]2[CH2:14][CH2:15]2)[cH:26][cH:25][cH:24][cH:23]1)=[NH:22].[F:1][B-:2]([F:3])([F:4])[F:5]. Reactants: CCOC(=O)C(C)(C)Oc1cc(O)ccc1C, C1CCOC1, Cc1nc(-c2ccc(C(F)(F)F)cc2)ccc1CCO, CC(C)(C)OC(=O)N=NC(=O)OC(C)(C)C, c1ccc(P(c2ccccc2)c2ccccc2)cc1. The product is CCOC(=O)C(C)(C)Oc1cc(OCCc2ccc(-c3ccc(C(F)(F)F)cc3)nc2C)ccc1C. RXN SMILES: [CH2:1]([CH3:2])[O:3][C:4]([C:5]([CH3:6])([CH3:7])[O:8][c:9]1[c:10]([CH3:16])[cH:11][cH:12][c:13]([OH:15])[cH:14]1)=[O:17].[CH2:73]1[O:74][CH2:75][CH2:76][CH2:77]1.[CH3:18][c:19]1[n:20][c:21](-[c:28]2[cH:29][cH:30][c:31]([C:34]([F:35])([F:36])[F:37])[cH:32][cH:33]2)[cH:22][cH:23][c:24]1[CH2:25][CH2:26][OH:27].[N:57]([C:58]([O:59][C:60]([CH3:61])([CH3:62])[CH3:63])=[O:64])=[N:65][C:66]([O:67][C:68]([CH3:69])([CH3:70])[CH3:71])=[O:72].[c:38]1([P:39]([c:40]2[cH:41][cH:42][cH:43][cH:44][cH:45]2)[c:46]2[cH:47][cH:48][cH:49][cH:50][cH:51]2)[cH:52][cH:53][cH:54][cH:55][cH:56]1>>[CH2:1]([CH3:2])[O:3][C:4]([C:5]([CH3:6])([CH3:7])[O:8][c:9]1[c:10]([CH3:16])[cH:11][cH:12][c:13]([O:15][CH2:26][CH2:25][c:24]2[c:19]([CH3:18])[n:20][c:21](-[c:28]3[cH:29][cH:30][c:31]([C:34]([F:35])([F:36])[F:37])[cH:32][cH:33]3)[cH:22][cH:23]2)[cH:14]1)=[O:17]. The reactants are [H-].[Na+] (Sodium hydride), ice, C(CCC(=O)OCC)(=O)OCC (diethyl succinate), CC(=O)C (acetone), C1(=CC=CC=C1)C (toluene). Run at temperature 40 celsius, time 3 hour. Product: C1(CCC(=O)OC(C(CC)CC)(C)O1)=O (diethylisopropylidene succinate). Isolated yield 51.0%. RXN SMILES: [H-].[Na+].[C:3]([O:12][CH2:13][CH3:14])(=[O:11])[CH2:4][CH2:5][C:6]([O:8]CC)=[O:7].CC(C)=O.[C:19]1(C)[CH:24]=[CH:23]C=[CH:21][CH:20]=1>>[C:6]1(=[O:7])[O:8][C:13]([CH3:14])([CH:19]([CH2:24][CH3:23])[CH2:20][CH3:21])[O:12][C:3](=[O:11])[CH2:4][CH2:5]1 |f:0.1|. Reported procedure: Sodium hydride in an amount of 2 moles was suspended in 1.0 liter of toluene and heated at 40° C. To this, a mixed solution of 1 mole of diethyl succinate and 1.2 moles of acetone was added dropwise in 3 hours with stirring. The reaction was carried out for further 3 hours. Then, the reaction solution was poured into 1 kg of ice. The water layer was separated, made acidic by pouring 700 ml of 5M HCl thereinto, and extracted with 1.0 liter of 1,2-dichloroethane. The resulting organic layer was dr... Starting materials: CC(C)(C)OC(=O)N1C(CNc2ccccc2)COC1(C)C, CC(=O)O[BH-](OC(C)=O)OC(C)=O, COC(OC)c1ccccc1, ClCCCl, [Na+], O=C(O)C(F)(F)F. Yields the product CC(C)(C)OC(=O)N1C(CN(Cc2ccccc2)c2ccccc2)COC1(C)C. Reaction SMILES: [C:1]([CH3:2])([CH3:3])([CH3:4])[O:5][C:6](=[O:7])[N:8]1[C:9]([CH3:21])([CH3:22])[O:10][CH2:11][CH:12]1[CH2:13][NH:14][c:15]1[cH:16][cH:17][cH:18][cH:19][cH:20]1.[C:41]([O:42][BH-:43]([O:44][C:45](=[O:46])[CH3:47])[O:48][C:49](=[O:50])[CH3:51])(=[O:52])[CH3:53].[CH3:23][O:24][CH:25]([c:26]1[cH:27][cH:28][cH:29][cH:30][cH:31]1)[O:32][CH3:33].[Cl:55][CH2:56][CH2:57][Cl:58].[Na+:54].[OH:34][C:35]([C:36]([F:37])([F:38])[F:39])=[O:40]>>[C:1]([CH3:2])([CH3:3])([CH3:4])[O:5][C:6](=[O:7])[N:8]1[C:9]([CH3:21])([CH3:22])[O:10][CH2:11][CH:12]1[CH2:13][N:14]([c:15]1[cH:16][cH:17][cH:18][cH:19][cH:20]1)[CH2:25][c:26]1[cH:27][cH:28][cH:29][cH:30][cH:31]1. The reactants are NCCN1N=C(N=N1)COCC=1NC(=C(C(C1C(=O)OCC)C1=C(C(=CC=C1)Cl)Cl)C(=O)OC)C (2-(2-aminoethyl)-5-{[4-(2,3-dichlorophenyl)-3-ethoxycarbonyl-5-methoxycarbonyl-6-methyl-1,4-dihydropyridin-2-yl]methoxymethyl}tetrazole), CSC(=NC#N)SC (dimethyl N-cyanoimidodithiocarbonate). Run in CC(C)O (propan-2-ol). Yields the product ClC1=C(C=CC=C1Cl)C1C(=C(NC(=C1C(=O)OC)C)COCC=1N=NN(N1)CCNC(SC)=NC#N)C(=O)OCC (5-{[4-(2,3-dichlorophenyl)-3-ethoxycarbonyl-5-methoxycarbonyl-6-methyl-1,4-dihydropyridin-2-yl]methoxymethyl}-2-[2-(3-cyano-2-methyl-1-isothioureido)ethyl]tetrazole). Yield: 60.8%. As a reaction SMILES: [NH2:1][CH2:2][CH2:3][N:4]1[N:8]=[N:7][C:6]([CH2:9][O:10][CH2:11][C:12]2[NH:13][C:14]([CH3:35])=[C:15]([C:31]([O:33][CH3:34])=[O:32])[CH:16]([C:23]3[CH:28]=[CH:27][CH:26]=[C:25]([Cl:29])[C:24]=3[Cl:30])[C:17]=2[C:18]([O:20][CH2:21][CH3:22])=[O:19])=[N:5]1.[CH3:36][S:37][C:38](SC)=[N:39][C:40]#[N:41]>CC(O)C>[Cl:30][C:24]1[C:25]([Cl:29])=[CH:26][CH:27]=[CH:28][C:23]=1[CH:16]1[C:15]([C:31]([O:33][CH3:34])=[O:32])=[C:14]([CH3:35])[NH:13][C:12]([CH2:11][O:10][CH2:9][C:6]2[N:7]=[N:8][N:4]([CH2:3][CH2:2][NH:1][C:38](=[N:39][C:40]#[N:41])[S:37][CH3:36])[N:5]=2)=[C:17]1[C:18]([O:20][CH2:21][CH3:22])=[O:19]. Reported procedure: A solution of 2-(2-aminoethyl)-5-{[4-(2,3-dichlorophenyl)-3-ethoxycarbonyl-5-methoxycarbonyl-6-methyl-1,4-dihydropyridin-2-yl]methoxymethyl}tetrazole (1.04 g) and dimethyl N-cyanoimidodithiocarbonate (0.30 g) in propan-2-ol (10 ml) was heated under reflux for 16 hours and then evaporated. The residual oil was triturated with hexane containing a small amount of methanol and the resulting solid was collected washed with hexane and dried to give 5-{[4-(2,3-dichlorophenyl)-3-ethoxycarbonyl-5-methoxy... The reactants are C[Si](OC1=CCC(CC1)C(=O)OC)(C)C ((±)-methyl 4-[(trimethylsilyl)oxy]-3-cyclohexene-1-carboxylate), compound, BrN1C(CCC1=O)=O (N-bromosuccinimide), NC(=S)N (thiourea). The solvent is O1CCCC1 (tetrahydrofuran). Product: NC=1SC2=C(N1)CCC(C2)C(=O)OC ((±)-Methyl 2-amino-4,5,6,7-tetrahydro-6-benzothiazolecarboxylate). Reaction SMILES: C[Si](C)(C)O[C:4]1[CH2:9][CH2:8][CH:7]([C:10]([O:12][CH3:13])=[O:11])[CH2:6][CH:5]=1.BrN1C(=O)CCC1=O.[NH2:24][C:25]([NH2:27])=[S:26]>O1CCCC1>[NH2:27][C:25]1[S:26][C:5]2[CH2:6][CH:7]([C:10]([O:12][CH3:13])=[O:11])[CH2:8][CH2:9][C:4]=2[N:24]=1. Reported procedure: The procedure of M. E. Jung, et al, Journal of the American Chemical Society, Volume 103, pages 6177-6185 (1981), is followed to prepare (±)-methyl 4-[(trimethylsilyl)oxy]-3-cyclohexene-1-carboxylate. A solution of 100 g of this compound in 500 ml of dry tetrahydrofuran is cooled in an ice bath under nitrogen and treated sequentially with N-bromosuccinimide (92.91 g) and 20 minutes later with thiourea (39.73 g). The mixture is refluxed under nitrogen for two hours. The solvent is removed in vacu... Starting materials: C[C@H]1[C@@H](CN(C1)CC=1C=NC(=NC1)C)C=1NC(C2=C(N1)N(N=C2)C2CCOCC2)=O (6-{(3S,4S)-4-methyl-1-[(2-methylpyrimidin-5-yl)methyl]pyrrolidin-3-yl}-1-(tetrahydro-2H-pyran-4-yl)-1,5-dihydro-4H-pyrazolo[3,4-d]pyrimidin-4-one), C(=O)C=1C=C(C#N)C=CC1 (3-formylbenzonitrile), Cl.C(C)[C@H]1[C@@H](CNC1)C=1NC(C2=C(N1)N(N=C2)C2CCOCC2)=O (6-[(3S,4S)-4-ethylpyrrolidin-3-yl]-1-(tetrahydro-2H-pyran-4-yl)-1H-pyrazolo[3,4-d]pyrimidin-4(5H)-one hydrogen chloride), C(#N)[BH3-].[Na+] (sodium cyanoborohydride). Yields the product C(C)[C@@H]1CN(C[C@H]1C=1NC(C2=C(N1)N(N=C2)C2CCOCC2)=O)CC=2C=C(C#N)C=CC2 (3-({(3S,4S)-3-ethyl-4-[4-oxo-1-(tetrahydro-2H-pyran-4-yl)-4,5-dihydro-1H-pyrazolo[3,4-d]pyrimidin-6-yl]pyrrolidin-1-yl}methyl)benzonitrile). RXN SMILES: C[C@@H]1CN(CC2C=NC(C)=NC=2)C[C@H]1C1NC(=O)C2C=NN(C3CCOCC3)C=2N=1.Cl.[CH2:32]([C@@H:34]1[CH2:38][NH:37][CH2:36][C@H:35]1[C:39]1[NH:40][C:41](=[O:54])[C:42]2[CH:47]=[N:46][N:45]([CH:48]3[CH2:53][CH2:52][O:51][CH2:50][CH2:49]3)[C:43]=2[N:44]=1)[CH3:33].C([BH3-])#N.[Na+].[CH:59]([C:61]1[CH:62]=[C:63]([CH:66]=[CH:67][CH:68]=1)[C:64]#[N:65])=O>>[CH2:32]([C@H:34]1[C@H:35]([C:39]2[NH:40][C:41](=[O:54])[C:42]3[CH:47]=[N:46][N:45]([CH:48]4[CH2:49][CH2:50][O:51][CH2:52][CH2:53]4)[C:43]=3[N:44]=2)[CH2:36][N:37]([CH2:59][C:61]2[CH:62]=[C:63]([CH:66]=[CH:67][CH:68]=2)[C:64]#[N:65])[CH2:38]1)[CH3:33] |f:1.2,3.4|. Reported procedure: Following the procedure for the preparation of 6-{(3S,4S)-4-methyl-1-[(2-methylpyrimidin-5-yl)methyl]pyrrolidin-3-yl}-1-(tetrahydro-2H-pyran-4-yl)-1,5-dihydro-4H-pyrazolo[3,4-d]pyrimidin-4-one but substituting 6-[(3S,4S)-4-ethylpyrrolidin-3-yl]-1-(tetrahydro-2H-pyran-4-yl)-1H-pyrazolo[3,4-d]pyrimidin-4(5H)-one hydrogen chloride, sodium cyanoborohydride and 3-formylbenzonitrile provided the title compound. 400 MHz 1H NMR (CDCl3) δ 8.01 (s, 1H), 7.73-7.41 (m, 4H), 4.79 (m, 1H), 4.72 (s, 1H), 4.12-... Reactants: O1C(=CC=C1)CC#N (furan-2-acetonitrile), BrCCCl (1-bromo-2-chloroethane), [H-].[Na+] (sodium hydride). Solvent: CS(=O)C (dimethyl sulphoxide), CS(=O)C (dimethyl sulphoxide), O (water). Reaction conditions: time 18 hour. The product is O1C(=CC=C1)C1(CC1)C#N (1-(2-furyl)cyclopropanecarbonitrile). Reaction SMILES: [O:1]1[CH:5]=[CH:4][CH:3]=[C:2]1[CH2:6][C:7]#[N:8].Br[CH2:10][CH2:11]Cl.[H-].[Na+]>CS(C)=O.O>[O:1]1[CH:5]=[CH:4][CH:3]=[C:2]1[C:6]1([C:7]#[N:8])[CH2:11][CH2:10]1 |f:2.3|. Reported procedure: A solution of furan-2-acetonitrile (28.4 g) and 1-bromo-2-chloroethane (33.1 ml) in dimethyl sulphoxide (50 ml) was added slowly to a stirred suspenson of sodium hydride (60% dispersion in mineral oil ; 31.85 g) in dry dimethyl sulphoxide (300 ml) keeping the internal temperature just below 35° C. by occasional cooling. After stirring for 18 hours at ambient temperature the mixture was diluted with water (500 ml) and extracted with ether (1×200 then 2×100 ml). The combined extracts were dried ov... Reactants: COC1=C(OCCCCCOC2=CC=C(C=C2)C(N)=N)C=CC=C1 (4-[5-(2-Methoxyphenoxy)pentoxy]benzenecarboximidamide), C(\C=C/C(=O)O)(=O)O (maleic acid). The solvent is C(C)O (ethanol), C(C)O (ethanol). Run at temperature 55 celsius. The product is C(\C=C/C(=O)O)(=O)O.COC1=C(OCCCCCOC2=CC=C(C=C2)C(N)=N)C=CC=C1 (4-[5-(2-methoxyphenoxy)pentoxy]benzenecarboximidamide (Z)-2-butenedioate). RXN SMILES: [CH3:1][O:2][C:3]1[CH:24]=[CH:23][CH:22]=[CH:21][C:4]=1[O:5][CH2:6][CH2:7][CH2:8][CH2:9][CH2:10][O:11][C:12]1[CH:17]=[CH:16][C:15]([C:18](=[NH:20])[NH2:19])=[CH:14][CH:13]=1.[C:25]([OH:32])(=[O:31])/[CH:26]=[CH:27]\[C:28]([OH:30])=[O:29]>C(O)C>[C:25]([OH:32])(=[O:31])/[CH:26]=[CH:27]\[C:28]([OH:30])=[O:29].[CH3:1][O:2][C:3]1[CH:24]=[CH:23][CH:22]=[CH:21][C:4]=1[O:5][CH2:6][CH2:7][CH2:8][CH2:9][CH2:10][O:11][C:12]1[CH:13]=[CH:14][C:15]([C:18](=[NH:19])[NH2:20])=[CH:16][CH:17]=1 |f:3.4|. Procedure details: 4-[5-(2-Methoxyphenoxy)pentoxy]benzenecarboximidamide is dissolved in ethanol (2 B anhydrous, 9.6 L) with warming to 55° C. and this solution is filtered into a 10 gallon resin flask. The filtrate whose temperature is now 50° C. is admixed with a warm (~45° C.), filtered solution of maleic acid (0.488 kg, 4.20 mol) in 2 B anhydrous ethanol (4.15 L) rapidly. The product precipitates almost immediately and temperature rises to approximately 60°-65° C. The mixture is cooled to 5° C. with an ice bat...